Task: describe an organic reaction: reactants, conditions, products, and yield. Dataset: the Open Reaction Database (ORD), a public repository of structured organic reaction records Reactants: C=COC(=O)N1CCC(c2noc3cc(F)ccc23)C1, CC(C)O, Cl. The product is Cl, Fc1ccc2c(C3CCNC3)noc2c1. Reaction SMILES: [CH:1]([O:2][C:3](=[O:4])[N:6]1[CH2:7][CH:8]([c:11]2[n:12][o:13][c:14]3[c:15]2[cH:16][cH:17][c:18]([F:20])[cH:19]3)[CH2:9][CH2:10]1)=[CH2:5].[CH:22]([OH:23])([CH3:24])[CH3:25].[ClH:21]>>[ClH:21].[NH:6]1[CH2:7][CH:8]([c:11]2[n:12][o:13][c:14]3[c:15]2[cH:16][cH:17][c:18]([F:20])[cH:19]3)[CH2:9][CH2:10]1.